From a dataset of the Open Reaction Database (ORD), a public repository of structured organic reaction records. describe an organic reaction: reactants, conditions, products, and yield Starting materials: ClCCl, COC(=O)C=CC=CCC(C)CCC=C(C)C, O=C(OO)c1cccc(Cl)c1, [Na+], [OH-]. The product is COC(=O)C=CC=CCC(C)CCC1OC1(C)C. As a reaction SMILES: [CH2:31]([Cl:32])[Cl:33].[CH3:1][O:2][C:3]([CH:4]=[CH:5][CH:6]=[CH:7][CH2:8][CH:9]([CH2:10][CH2:11][CH:12]=[C:13]([CH3:14])[CH3:15])[CH3:16])=[O:17].[Cl:18][c:19]1[cH:20][cH:21][cH:22][c:23]([C:24]([O:25][OH:27])=[O:26])[cH:28]1.[Na+:30].[OH-:29]>>[CH3:1][O:2][C:3]([CH:4]=[CH:5][CH:6]=[CH:7][CH2:8][CH:9]([CH2:10][CH2:11][CH:12]1[C:13]([CH3:14])([CH3:15])[O:26]1)[CH3:16])=[O:17]. Starting materials: product 0.15, material 0.75, C(=O)[O-].[NH4+] (ammonium formate), C(C)(C)(C)OC(N[C@@H]1CC[C@H](CC1)NC1=NC(=C2N=CN(C2=N1)C1CCCC1)NC1CCN(CC1)CC1=CC=CC=C1)=O (trans-{4-[6-(1-benzyl-piperidin-4-ylamino)-9-cyclopentyl-9H-purin-2-ylamino]-cyclohexyl}-carbamic acid tert-butyl ester), C(Cl)Cl (DCM), C(=O)[O-].[NH4+] (ammonium formate). Reagents/catalysts: [Pd] (Pd). The solvent is CO (methanol), O (water), O (water), CO (methanol). Product: C(C)(C)(C)OC(N[C@@H]1CC[C@H](CC1)NC1=NC(=C2N=CN(C2=N1)C1CCCC1)NC1CCNCC1)=O (trans-{4-[9-cyclopentyl-6-(piperidin-4-ylamino)-9H-purin-2-ylamino]-cyclohexyl}-carbamic acid tert-butyl ester). Yield: 98.5%. RXN SMILES: [C:1]([O:5][C:6](=[O:43])[NH:7][C@H:8]1[CH2:13][CH2:12][C@H:11]([NH:14][C:15]2[N:23]=[C:22]3[C:18]([N:19]=[CH:20][N:21]3[CH:24]3[CH2:28][CH2:27][CH2:26][CH2:25]3)=[C:17]([NH:29][CH:30]3[CH2:35][CH2:34][N:33](CC4C=CC=CC=4)[CH2:32][CH2:31]3)[N:16]=2)[CH2:10][CH2:9]1)([CH3:4])([CH3:3])[CH3:2].C([O-])=O.[NH4+].C(Cl)Cl>CO.O.[Pd]>[C:1]([O:5][C:6](=[O:43])[NH:7][C@H:8]1[CH2:13][CH2:12][C@H:11]([NH:14][C:15]2[N:23]=[C:22]3[C:18]([N:19]=[CH:20][N:21]3[CH:24]3[CH2:28][CH2:27][CH2:26][CH2:25]3)=[C:17]([NH:29][CH:30]3[CH2:31][CH2:32][NH:33][CH2:34][CH2:35]3)[N:16]=2)[CH2:10][CH2:9]1)([CH3:4])([CH3:2])[CH3:3] |f:1.2|. Reported procedure: Add to a solution of {4-[6-(1-benzyl-piperidin-4-ylamino)-9-cyclopentyl-9H-purin-2-ylamino]-cyclohexyl}-carbamic acid tert-butyl ester (8a, 40.2 g, 68 mmol) in 400 mL of methanol, a suspension of Pd black (2 g) in a small amount of water. Then add a solution of ammonium formate (13.3 g, 215 mmol) in 100 mL of water, and heat at a gentle reflux overnight. TLC shows the presence of starting material (TLC, silica plates, 4:1 DCM:methanol; Rf: starting material 0.75, product 0.15). Add an additional... Starting materials: C1(=CC=CC=C1)CCC1=C2C(=NC=C1)NN=C2O[C@H]2[C@H](OC(C(C)(C)C)=O)[C@@H](OC(C(C)(C)C)=O)[C@H](OC(C(C)(C)C)=O)[C@H](O2)COC(C(C)(C)C)=O (4-(2-phenylethyl)-3-(2,3,4,6-tetra-O-pivaloyl-β-D-glucopyranosyloxy)-1H-pyrazolo[3,4-b]pyridine), C([O-])([O-])=O.[Cs+].[Cs+] (cesium carbonate), BrCCOCC1=CC=CC=C1 (benzyl 2-bromoethyl ether), [I-].[Na+] (sodium iodide). Solvent: CC(=O)C (acetone). Product: C(C1=CC=CC=C1)OCCN1N=C(C=2C1=NC=CC2CCC2=CC=CC=C2)O[C@H]2[C@H](OC(C(C)(C)C)=O)[C@@H](OC(C(C)(C)C)=O)[C@H](OC(C(C)(C)C)=O)[C@H](O2)COC(C(C)(C)C)=O (1-(2-Benzyloxyethyl)-4-(2-phenylethyl)-3-(2,3,4,6-tetra-O-pivaloyl-β-D-glucopyranosyloxy)-1H-pyrazolo[3,4-b]pyridine). As a reaction SMILES: [C:1]1([CH2:7][CH2:8][C:9]2[CH:14]=[CH:13][N:12]=[C:11]3[NH:15][N:16]=[C:17]([O:18][C@@H:19]4[O:45][C@H:44]([CH2:46][O:47][C:48](=[O:53])[C:49]([CH3:52])([CH3:51])[CH3:50])[C@@H:36]([O:37][C:38](=[O:43])[C:39]([CH3:42])([CH3:41])[CH3:40])[C@H:28]([O:29][C:30](=[O:35])[C:31]([CH3:34])([CH3:33])[CH3:32])[C@H:20]4[O:21][C:22](=[O:27])[C:23]([CH3:26])([CH3:25])[CH3:24])[C:10]=23)[CH:6]=[CH:5][CH:4]=[CH:3][CH:2]=1.C(=O)([O-])[O-].[Cs+].[Cs+].Br[CH2:61][CH2:62][O:63][CH2:64][C:65]1[CH:70]=[CH:69][CH:68]=[CH:67][CH:66]=1.[I-].[Na+]>CC(C)=O>[CH2:64]([O:63][CH2:62][CH2:61][N:15]1[C:11]2=[N:12][CH:13]=[CH:14][C:9]([CH2:8][CH2:7][C:1]3[CH:2]=[CH:3][CH:4]=[CH:5][CH:6]=3)=[C:10]2[C:17]([O:18][C@@H:19]2[O:45][C@H:44]([CH2:46][O:47][C:48](=[O:53])[C:49]([CH3:52])([CH3:51])[CH3:50])[C@@H:36]([O:37][C:38](=[O:43])[C:39]([CH3:40])([CH3:41])[CH3:42])[C@H:28]([O:29][C:30](=[O:35])[C:31]([CH3:32])([CH3:33])[CH3:34])[C@H:20]2[O:21][C:22](=[O:27])[C:23]([CH3:24])([CH3:25])[CH3:26])=[N:16]1)[C:65]1[CH:70]=[CH:69][CH:68]=[CH:67][CH:66]=1 |f:1.2.3,5.6|. Procedure: To a solution of 4-(2-phenylethyl)-3-(2,3,4,6-tetra-O-pivaloyl-β-D-glucopyranosyloxy)-1H-pyrazolo[3,4-b]pyridine (98 mg) in acetone (4 mL) were added cesium carbonate (87 mg), benzyl 2-bromoethyl ether (0.032 mL) and a catalytic amount of sodium iodide, and the mixture was stirred at room temperature for 3 days. The reaction mixture was purified by column chromatography on silica gel (eluent: n-hexane/ethyl acetate=3/1) to give the title compound (0.11 g).